From a dataset of the Open Reaction Database (ORD), a public repository of structured organic reaction records. describe an organic reaction: reactants, conditions, products, and yield Starting materials: S1C(=NC2=C1C=CC=C2)CCCCC(=O)O (5-(2-benzothiazolyl)pentanoic acid), Cl.CO (hydrochloric acid methanol). Yields the product S1C(=NC2=C1C=CC=C2)CCCCC(=O)OC (methyl 5-(2-benzothiazolyl)pentanoate). Isolated yield 67.0%. RXN SMILES: [S:1]1[C:5]2[CH:6]=[CH:7][CH:8]=[CH:9][C:4]=2[N:3]=[C:2]1[CH2:10][CH2:11][CH2:12][CH2:13][C:14]([OH:16])=[O:15].Cl.[CH3:18]O>>[S:1]1[C:5]2[CH:6]=[CH:7][CH:8]=[CH:9][C:4]=2[N:3]=[C:2]1[CH2:10][CH2:11][CH2:12][CH2:13][C:14]([O:16][CH3:18])=[O:15] |f:1.2|. Reported procedure: A solution of 5-(2-benzothiazolyl)pentanoic acid (1.54 g, 6.5 mmol, prepared according to the procedure of Example 12 in JP, A, 8-208631 (1996)) in hydrochloric acid-methanol (40 ml) was stirred at room temperature overnight, and evaporated. The residue was dissolved in chloroform, and washed with saturated aqueous sodium hydrogen carbonate. The organic layer was dried over anhydrous magnesium sulfate, evaporated, and purified through flash column chromatography to give methyl 5-(2-benzothiazoly... Starting materials: C(C1=CC=CC=C1)OC1=NC(=CC(=C1C(O)C1=CC=C(C=C1)CCOCOC)C)C (2-benzyloxy-4,6-dimethylpyridin-3-yl 4-(2-methoxymethyloxyethyl)phenyl methanol). The reagents and catalysts are [C].[Pd] (palladium carbon). The solvent is C(C)O (ethanol). Conditions: time 11 hour. The product is COCOCCC1=CC=C(CC=2C(NC(=CC2C)C)=O)C=C1 (3-[4-(2-methoxymethyloxy-ethyl)benzyl]-4,6-dimethyl-1H-pyridin-2-one). Isolated yield 91.0%. Reaction SMILES: C([O:8][C:9]1[C:14]([CH:15]([C:17]2[CH:22]=[CH:21][C:20]([CH2:23][CH2:24][O:25][CH2:26][O:27][CH3:28])=[CH:19][CH:18]=2)O)=[C:13]([CH3:29])[CH:12]=[C:11]([CH3:30])[N:10]=1)C1C=CC=CC=1>C(O)C.[C].[Pd]>[CH3:28][O:27][CH2:26][O:25][CH2:24][CH2:23][C:20]1[CH:21]=[CH:22][C:17]([CH2:15][C:14]2[C:9](=[O:8])[NH:10][C:11]([CH3:30])=[CH:12][C:13]=2[CH3:29])=[CH:18][CH:19]=1 |f:2.3|. Procedure details: To a solution of 4-(2-methoxymethyloxyethyl) bromobenzene (0.60 g) in tetrahydrofuran (6 mL) was added tert-butyllithium (1.5 mol/L solution in hexane, 2.0 mL) at −78° C. under an argon atmosphere, and the mixture was stirred for 30 minutes. Then, a solution of 2-benzyloxy-3-formyl-4,6-dimethylpyridine (0.49 g) in tetrahydrofuran (5 mL) was added to the reaction mixture, and the mixture was stirred for 3 hours at 0° C. To the reaction mixture was added saturated aqueous ammonium chloride solutio... The reactants are NC=1C=2N(C=CN1)C(N(C2)C2=CC=C(C=C2)O)C2CCC2 (4-(8-amino-3-cyclobutylimidazo[1,5-a]pyrazin-2-yl)phenol), C([O-])([O-])=O.[K+].[K+] (potassium carbonate), CN(C)C=O (DMF), C(C1=CC=CC=C1)#N (benzonitrile). Reaction conditions: temperature 120 celsius. Product: NC=1C=2N(C=CN1)C(=NC2C2=CC=C(OC1=C(C#N)C=CC=C1)C=C2)C2CCC2 (2-[4-(8-Amino-3-cyclobutylimidazo[1,5-a]pyrazin-1-yl)-phenoxy]-benzonitrile). RXN SMILES: [NH2:1][C:2]1[C:3]2[N:4]([CH:8]([CH:18]3[CH2:21][CH2:20][CH2:19]3)[N:9](C3C=CC(O)=CC=3)[CH:10]=2)[CH:5]=[CH:6][N:7]=1.[C:22](=[O:25])([O-])[O-].[K+].[K+].CN(C=O)C.[C:33](#[N:40])[C:34]1[CH:39]=[CH:38][CH:37]=[CH:36][CH:35]=1>>[NH2:1][C:2]1[C:3]2[N:4]([C:8]([CH:18]3[CH2:19][CH2:20][CH2:21]3)=[N:9][C:10]=2[C:19]2[CH:20]=[CH:21][C:22]([O:25][C:35]3[CH:36]=[CH:37][CH:38]=[CH:39][C:34]=3[C:33]#[N:40])=[CH:8][CH:18]=2)[CH:5]=[CH:6][N:7]=1 |f:1.2.3|. Reported procedure: Into a 10 mL round bottom flask was added 4-(8-amino-3-cyclobutylimidazo[1,5-a]pyrazin-2-yl)phenol (20 mg, 0.00007 mol), benzonitrile, 2-fluoro-(0.017 g, 0.00014 mol), potassium carbonate (0.015 g, 0.00011 mol), DMF (0.6 mL, 0.007 mol) and the reaction was heated at 120° C. for 4 h. Purification by Gilson HPLC afforded 5.0 mg of the title compound as a white solid. The compound was passed through an SPE cartridge washing with NH3 in MeOH to elute 4.8 my of the desired compound free of the TFA sa... As a reaction SMILES: [CH2:33]1[O:34][CH2:35][CH2:36][CH2:37]1.[CH2:3]([CH2:4][CH2:5][CH3:6])[O:7][c:8]1[n:9][c:10](-[c:26]2[cH:27][cH:28][c:29]([F:32])[cH:30][cH:31]2)[c:11](-[c:16]2[cH:17][cH:18][c:19]([S:22](=[O:23])(=[O:24])[CH3:25])[cH:20][cH:21]2)[cH:12][c:13]1[CH:14]=[O:15].[CH3:1][Li:2]>>[CH3:1][CH:14]([c:13]1[c:8]([O:7][CH2:3][CH2:4][CH2:5][CH3:6])[n:9][c:10](-[c:26]2[cH:27][cH:28][c:29]([F:32])[cH:30][cH:31]2)[c:11](-[c:16]2[cH:17][cH:18][c:19]([S:22](=[O:23])(=[O:24])[CH3:25])[cH:20][cH:21]2)[cH:12]1)[OH:15]. Product: CCCCOc1nc(-c2ccc(F)cc2)c(-c2ccc(S(C)(=O)=O)cc2)cc1C(C)O. Reactants: C1CCOC1, CCCCOc1nc(-c2ccc(F)cc2)c(-c2ccc(S(C)(=O)=O)cc2)cc1C=O, [Li]C.